Dataset: the Open Reaction Database (ORD), a public repository of structured organic reaction records. Task: describe an organic reaction: reactants, conditions, products, and yield Yields the product C(C1=CC=CC=C1)OC1=CC=C(C=C1)CC(C(=O)OCC)OC1=CC=C(C=C1)F (Ethyl 3-(4-benzyloxyphenyl)-2-(4-fluorophenoxy)propionate). The yield is 53.3%. Starting materials: C(C1=CC=CC=C1)OC1=CC=C(C=C1)CC(C(=O)OCC)O (ethyl 3-(4-benzyloxyphenyl)lactate), CCOC(=O)/N=N/C(=O)OCC (diethylazodicarboxylate), FC1=CC=C(C=C1)O (4-fluorophenol), C1(=CC=CC=C1)P(C1=CC=CC=C1)C1=CC=CC=C1 (triphenylphosphine). As a reaction SMILES: [CH2:1]([O:8][C:9]1[CH:14]=[CH:13][C:12]([CH2:15][CH:16]([OH:22])[C:17]([O:19][CH2:20][CH3:21])=[O:18])=[CH:11][CH:10]=1)[C:2]1[CH:7]=[CH:6][CH:5]=[CH:4][CH:3]=1.[F:23][C:24]1[CH:29]=[CH:28][C:27](O)=[CH:26][CH:25]=1.C1(P(C2C=CC=CC=2)C2C=CC=CC=2)C=CC=CC=1.CCOC(/N=N/C(OCC)=O)=O>>[CH2:1]([O:8][C:9]1[CH:14]=[CH:13][C:12]([CH2:15][CH:16]([O:22][C:27]2[CH:28]=[CH:29][C:24]([F:23])=[CH:25][CH:26]=2)[C:17]([O:19][CH2:20][CH3:21])=[O:18])=[CH:11][CH:10]=1)[C:2]1[CH:7]=[CH:6][CH:5]=[CH:4][CH:3]=1. Procedure: In a similar manner to that described in Example 122, a reaction was carried out using ethyl 3-(4-benzyloxyphenyl)lactate (10.0 g), which is the product of Reference example 1(b), 4-fluorophenol (4.15 g), triphenylphosphine (10.6 g) and diethylazodicarboxylate (6.40 ml) and the reaction mixture was treated to afford the desired compound (7.00 g) as a colorless oil. The reactants are CC1=C(C(CCC1)(C)C)/C=C/C(=O)C (β-ionone), CO (methanol). The reagents and catalysts are [Pd] (Palladium on charcoal). The product is CC1C(CCC(C1CCCC)(C)C)=O (2,4,4-trimethyl-3-butylcyclohexan-1-one). RXN SMILES: [CH3:1][C:2]1[CH2:7][CH2:6][CH2:5][C:4]([CH3:9])([CH3:8])[C:3]=1/[CH:10]=[CH:11]/[C:12]([CH3:14])=O.C[OH:16]>[Pd]>[CH3:1][CH:2]1[CH:3]([CH2:10][CH2:11][CH2:12][CH3:14])[C:4]([CH3:9])([CH3:8])[CH2:5][CH2:6][C:7]1=[O:16]. Procedure details: The mixture of compounds obtained according to example 1 starting from β-ionone is dissolved in methanol and hydrogenated at atmospheric pressure and room temperture using 5% Palladium on charcoal as a catalyst. The reactants are Cc1ccc(S(=O)(=O)OCC(C)NC(=O)OC(C)(C)C)cc1, CN(C)C=O, [H-], [H][H], [Na+], S=c1[nH]c2ccccc2cc1-c1ccccc1. The product is CC(CSc1nc2ccccc2cc1-c1ccccc1)NC(=O)OC(C)(C)C. As a reaction SMILES: [C:22]([CH3:23])([CH3:24])([CH3:25])[O:26][C:27](=[O:28])[NH:29][CH:30]([CH2:31][O:32][S:33]([c:34]1[cH:35][cH:36][c:37]([CH3:38])[cH:39][cH:40]1)(=[O:41])=[O:42])[CH3:43].[CH3:44][N:45]([CH3:46])[CH:47]=[O:48].[H-:18].[H:20][H:21].[Na+:19].[c:1]1(-[c:7]2[c:8](=[S:17])[nH:9][c:10]3[cH:11][cH:12][cH:13][cH:14][c:15]3[cH:16]2)[cH:2][cH:3][cH:4][cH:5][cH:6]1>>[c:1]1(-[c:7]2[c:8]([S:17][CH2:31][CH:30]([NH:29][C:27]([O:26][C:22]([CH3:23])([CH3:24])[CH3:25])=[O:28])[CH3:43])[n:9][c:10]3[cH:11][cH:12][cH:13][cH:14][c:15]3[cH:16]2)[cH:2][cH:3][cH:4][cH:5][cH:6]1. The reactants are N1(CCCC1)CCCOC1=CC=C(C=C1)C1(CCOCC1)C=O (4-[4-(3-Pyrrolidin-1-ylpropoxy)phenyl]tetrahydro-2H-pyran-4-carbaldehyde), OC1CCNCC1 (4-hydroxypiperidine). The reagents and catalysts are CC([O-])C.[Ti+4].CC([O-])C.CC([O-])C.CC([O-])C (titanium (IV) isopropoxide). Solvent: C(C)O (ethanol). The product is N1(CCCC1)CCCOC1=CC=C(C=C1)C1(CCOCC1)CN1CCC(CC1)O (1-{4-[4-(3-Pyrrolidin-1-ylpropoxy)phenyl]tetrahydropyran-4-ylmethyl}piperidin-4-ol). The yield is 72.6%. RXN SMILES: [N:1]1([CH2:6][CH2:7][CH2:8][O:9][C:10]2[CH:15]=[CH:14][C:13]([C:16]3([CH:22]=O)[CH2:21][CH2:20][O:19][CH2:18][CH2:17]3)=[CH:12][CH:11]=2)[CH2:5][CH2:4][CH2:3][CH2:2]1.[OH:24][CH:25]1[CH2:30][CH2:29][NH:28][CH2:27][CH2:26]1>CC(C)[O-].[Ti+4].CC(C)[O-].CC(C)[O-].CC(C)[O-].C(O)C>[N:1]1([CH2:6][CH2:7][CH2:8][O:9][C:10]2[CH:15]=[CH:14][C:13]([C:16]3([CH2:22][N:28]4[CH2:29][CH2:30][CH:25]([OH:24])[CH2:26][CH2:27]4)[CH2:17][CH2:18][O:19][CH2:20][CH2:21]3)=[CH:12][CH:11]=2)[CH2:2][CH2:3][CH2:4][CH2:5]1 |f:2.3.4.5.6|. Procedure details: 4-[4-(3-Pyrrolidin-1-ylpropoxy)phenyl]tetrahydro-2H-pyran-4-carbaldehyde (420 mg, 1.30 mmol, 1 wt), 4-hydroxypiperidine (268 mg, 2.60 mmol), absolute ethanol (17 ml, 40 vol), activated 3 Å molecular sieves (420 mg), titanium (IV) isopropoxide (1.94 ml, 4.62 vol) and STAB (2.34 g, 11.1 mmol) was reacted in accordance with the general procedure D. The isolated waxy solid was purified by preparative HPLC, eluting with acetonitrile/water/0.1% TFA as a gradient, to give the title compound as a white ... As a reaction SMILES: [CH2:20]([CH2:21][CH2:22][CH3:23])[Li:24].[CH3:1][C:2]1=[C:3]([c:14]2[cH:15][cH:16][cH:17][cH:18][cH:19]2)[C:4](=[O:13])[N:5]([C:7]([C:8](=[O:9])[OH:10])([CH3:11])[CH3:12])[CH2:6]1.[CH3:31][CH2:32][CH2:33][CH2:34][CH2:35][CH3:36].[O:26]1[CH2:27][CH2:28][CH2:29][CH2:30]1.[OH2:25]>>[CH3:1][C:2]1=[C:3]([c:14]2[cH:15][cH:16][cH:17][cH:18][cH:19]2)[C:4](=[O:13])[N:5]([C:7]([C:8](=[O:10])[CH2:20][CH2:21][CH2:22][CH3:23])([CH3:11])[CH3:12])[CH2:6]1. Reactants: [Li]CCCC, CC1=C(c2ccccc2)C(=O)N(C(C)(C)C(=O)O)C1, CCCCCC, C1CCOC1, O. The product is CCCCC(=O)C(C)(C)N1CC(C)=C(c2ccccc2)C1=O. Starting materials: CC1=C2C(=C(C(=C1C)OC(=O)CCC(=O)O)C)CC[C@@](O2)(C)CCC[C@H](C)CCC[C@H](C)CCCC(C)C (D-alpha-tocopherol acid succinate), CC[C@H]1[C@H](COC1=O)CC2=CN=CN2C (pilocarpine), CC1=C(C(=C2CC[C@@](OC2=C1C)(C)CCC[C@H](C)CCC[C@H](C)CCCC(C)C)C)O (D-alpha-tocopherol), CC[C@H]1[C@H](COC1=O)CC2=CN=CN2C (pilocarpine). Solvent: C(Cl)Cl (Methylene chloride). Run at temperature 25 celsius, time 30 minute. Product: CC[C@H]1[C@H](COC1=O)CC2=CN=CN2C.CC1=C2C(=C(C(=C1C)OC(=O)CCC(=O)O)C)CC[C@@](O2)(C)CCC[C@H](C)CCC[C@H](C)CCCC(C)C (Pilocarpine Alpha Tocopherol Hemisuccinate). Reaction SMILES: [CH3:1][CH2:2][C@@H:3]1[C:7](=[O:8])[O:6][CH2:5][C@@H:4]1[CH2:9][C:10]1[N:14]([CH3:15])[CH:13]=[N:12][CH:11]=1.[CH3:16][C:17]1[C:22]([CH3:23])=[C:21]([O:24][C:25]([CH2:27][CH2:28][C:29]([OH:31])=[O:30])=[O:26])[C:20]([CH3:32])=[C:19]2[CH2:33][CH2:34][C@:35]([CH2:38][CH2:39][CH2:40][C@@H:41]([CH2:43][CH2:44][CH2:45][C@@H:46]([CH2:48][CH2:49][CH2:50][CH:51]([CH3:53])[CH3:52])[CH3:47])[CH3:42])([CH3:37])[O:36][C:18]=12.CC1C(C)=C2C(CC[C@](CCC[C@@H](CCC[C@@H](CCCC(C)C)C)C)(C)O2)=C(C)C=1O>C(Cl)Cl>[CH3:1][CH2:2][C@@H:3]1[C:7](=[O:8])[O:6][CH2:5][C@@H:4]1[CH2:9][C:10]1[N:14]([CH3:15])[CH:13]=[N:12][CH:11]=1.[CH3:16][C:17]1[C:22]([CH3:23])=[C:21]([O:24][C:25]([CH2:27][CH2:28][C:29]([OH:31])=[O:30])=[O:26])[C:20]([CH3:32])=[C:19]2[CH2:33][CH2:34][C@:35]([CH2:38][CH2:39][CH2:40][C@@H:41]([CH2:43][CH2:44][CH2:45][C@@H:46]([CH2:48][CH2:49][CH2:50][CH:51]([CH3:53])[CH3:52])[CH3:47])[CH3:42])([CH3:37])[O:36][C:18]=12 |f:4.5|. Procedure: Five grams of pilocarpine base were added to a weighed 500 ml round bottom flask and stopper, and the total mass in grams recorded. D-alpha-tocopherol acid succinate (12.75 g, corresponding to a 1:1M ratio of pilocarpine:D-alpha-tocopherol) was added to the flask and the contents again weighed. Methylene chloride (50 ml) was added and the flask agitated to dissolve the solids and the flask again weighed. The flask was placed on a rotary evaporator in a water bath at 55° C. and rotated for 30 min... Starting materials: C(C)(C)C=1N=C(SC1)CCC1=CC=2N(C(C(=C(N2)N2CCOCC2)C(CC=2N=NN(N2)CC2=CC=C(C=C2)OC)=O)=O)C=C1 (8-[2-(4-isopropyl-1,3-thiazol-2-yl)ethyl]-3-{2-[2-(4-methoxybenzyl)-2H -1,2,3,4-tetrazol-5-yl]acetyl}-2-morpholino-4 H-pyrido[1,2-a]pyrimidin-4-one), C(C)(C)C=1N=C(SC1)CCC1=CC=2N(C(C(=C(N2)N2CCOCC2)C(CC=2N=NN(N2)CC2=CC=C(C=C2)OC)=O)=O)C=C1 (8-[2-(4-Isopropyl-1,3-thiazol-2-yl)ethyl]-3-{2-[2-(4-methoxybenzyl)-2H-1,2,3,4-tetrazol-5-yl]acetyl}-2-morpholino-4 H-pyrido[1,2-a]pyrimidin-4-one). Run in FC(C(=O)O)(F)F (trifluoroacetic acid). Conditions: time 18 hour. Product: C(C)(C)C=1N=C(SC1)CCC1=CC=2N(C(C(=C(N2)N2CCOCC2)C(CC=2N=NNN2)=O)=O)C=C1 (8-[2-(4-Isopropyl-1,3-thiazol-2-yl)ethyl]-2-morpholino-3-[2-(2H-1,2,3,4-tetrazol-5-yl)acetyl]-4 H-pyrido[1,2-a]pyrimidin-4-one). Isolated yield 69.3%. Reaction SMILES: [CH:1]([C:4]1[N:5]=[C:6]([CH2:9][CH2:10][C:11]2[CH:44]=[CH:43][N:14]3[C:15](=[O:42])[C:16]([C:25](=[O:41])[CH2:26][C:27]4[N:28]=[N:29][N:30](CC5C=CC(OC)=CC=5)[N:31]=4)=[C:17]([N:19]4[CH2:24][CH2:23][O:22][CH2:21][CH2:20]4)[N:18]=[C:13]3[CH:12]=2)[S:7][CH:8]=1)([CH3:3])[CH3:2]>FC(F)(F)C(O)=O>[CH:1]([C:4]1[N:5]=[C:6]([CH2:9][CH2:10][C:11]2[CH:44]=[CH:43][N:14]3[C:15](=[O:42])[C:16]([C:25](=[O:41])[CH2:26][C:27]4[N:28]=[N:29][NH:30][N:31]=4)=[C:17]([N:19]4[CH2:20][CH2:21][O:22][CH2:23][CH2:24]4)[N:18]=[C:13]3[CH:12]=2)[S:7][CH:8]=1)([CH3:3])[CH3:2]. Reported procedure: The 8-[2-(4-isopropyl-1,3-thiazol-2-yl)ethyl]-3-{2-[2-(4-methoxybenzyl)-2H -1,2,3,4-tetrazol-5-yl]acetyl}-2-morpholino-4 H-pyrido[1,2-a]pyrimidin-4-one (8.9 mg, 0.014 mmol) obtained in (D) was dissolved in trifluoroacetic acid (5 ml)and stirred at room temperature for 18 hours. The solvent was evaporated, and the residue was purified by preparative TLC (chloroform:methanol=10:1, v/v) and lyophilized from dioxane to obtain the title compound (4.8 mg, 67.0%) as pale yellow powder. Reactants: COC=1C=C(C=CC1Br)O (3-Methoxy-4-bromophenol), [H-].[Na+] (sodium hydride), BrCC(=O)OCC (ethyl bromoacetate). The solvent is CN(C=O)C (dimethylformamide). Yields the product COC=1C=C(OCC(=O)OCC)C=CC1Br (Ethyl 3-methoxy-4-bromophenoxyacetate). Isolated yield 75.6%. Reaction SMILES: [CH3:1][O:2][C:3]1[CH:4]=[C:5]([OH:10])[CH:6]=[CH:7][C:8]=1[Br:9].[H-].[Na+].Br[CH2:14][C:15]([O:17][CH2:18][CH3:19])=[O:16]>CN(C)C=O>[CH3:1][O:2][C:3]1[CH:4]=[C:5]([CH:6]=[CH:7][C:8]=1[Br:9])[O:10][CH2:14][C:15]([O:17][CH2:18][CH3:19])=[O:16] |f:1.2|. Procedure details: 3-Methoxy-4-bromophenol D8 (6.95 g, 34 mmoles) in dry dimethylformamide (100 ml) at 0° C. was treated with sodium hydride (80% dispersion in oil) (1.13 g, 37 mmoles). After 30 mins ethyl bromoacetate (3.8 ml, 34 mmoles) was added and the mixture allowed to warm to room temperature over 1 hr. The mixture was concentrated in vacuo and the residue partitioned between water and diethyl ether. The organic layer was washed several times with water and then dried (Na2SO4) and evaporated to dryness. Fla...